The task is: describe an organic reaction: reactants, conditions, products, and yield. This data is from the Open Reaction Database (ORD), a public repository of structured organic reaction records. The solvent is N (ammonia), O (water), N (ammonia). The reactants are C(C)(=O)[C@@]1([C@@H](O[C@@H]([C@]1(O)C(C)=O)C(O)C(C)=O)N1C=NC=2C(O)(NC(N)=NC12)Cl)O (2',3',5'-triacetyl-6-chloroguanosine), Cl (hydrochloric acid), N(=O)[O-].[Na+] (sodium nitrite). The yield is 60.0%. Procedure: 100 g of 2',3',5'-triacetyl-6-chloroguanosine was dissolved in 400 ml of concentrated hydrochloric acid and, after the mixture was cooled to 0°C, a solution of 20 g of sodium nitrite dissolved in 50 ml of water was then added slowly to the mixture. The resulting mixture was allowed to react for 30 minutes, neutralized with concentrated aqueous ammonia and extracted with 2 l of methylene chloride. The extract was dried over anhydrous sodium sulfate and concentrated. The concentrate thus-obtained ... Conditions: temperature 0 celsius. Yields the product ClC=1N=C(C=2N=CN([C@H]3[C@H](O)[C@H](O)[C@@H](CO)O3)C2N1)N (2-chloroadenosine). RXN SMILES: C([C@@:4]1([OH:30])[C@:8](C(=O)C)([OH:9])[C@@H:7]([CH:13](C(=O)C)[OH:14])[O:6][C@H:5]1[N:18]1[C:28]2[N:27]=[C:25](N)[NH:24][C:22](Cl)(O)[C:21]=2[N:20]=[CH:19]1)(=O)C.[N:31]([O-])=O.[Na+].[ClH:35]>O.N>[Cl:35][C:25]1[N:24]=[C:22]([NH2:31])[C:21]2[N:20]=[CH:19][N:18]([C:28]=2[N:27]=1)[C@@H:5]1[O:6][C@H:7]([CH2:13][OH:14])[C@@H:8]([OH:9])[C@H:4]1[OH:30] |f:1.2|. The reactants are C#CC(N)CC(=O)OCC, CCO, [H][H], c1ccc2ncccc2c1. The product is C=CC(N)CC(=O)OCC. RXN SMILES: [CH2:13]([CH3:14])[O:15][C:16]([CH2:17][CH:18]([C:19]#[CH:20])[NH2:21])=[O:22].[CH3:23][CH2:24][OH:25].[H:11][H:12].[cH:1]1[cH:2][c:3]2[c:4]([n:5][cH:6][cH:7][cH:8]2)[cH:9][cH:10]1>>[CH2:13]([CH3:14])[O:15][C:16]([CH2:17][CH:18]([CH:19]=[CH2:20])[NH2:21])=[O:22]. Starting materials: CC(Cc1cccc(C(C)(C)NC(=O)OC(C)(C)C)c1)Nc1nccc(N2CCC(=O)N3CC=C(c4ccccc4)N=C32)n1, ClCCl, O=C(O)C(F)(F)F. Product: CC(Cc1cccc(C(C)(C)N)c1)Nc1nccc(N2CCC(=O)N3CC=C(c4ccccc4)N=C32)n1. As a reaction SMILES: [C:1]([O:2][C:3](=[O:4])[NH:7][C:8]([CH3:9])([c:10]1[cH:11][c:12]([CH2:16][CH:17]([CH3:18])[NH:19][c:20]2[n:21][cH:22][cH:23][c:24]([N:26]3[C:27]4=[N:36][C:35]([c:37]5[cH:38][cH:39][cH:40][cH:41][cH:42]5)=[CH:34][CH2:33][N:28]4[C:29](=[O:32])[CH2:30][CH2:31]3)[n:25]2)[cH:13][cH:14][cH:15]1)[CH3:43])([CH3:5])([CH3:6])[CH3:44].[Cl:52][CH2:53][Cl:54].[OH:45][C:46]([C:47]([F:48])([F:49])[F:50])=[O:51]>>[NH2:7][C:8]([CH3:9])([c:10]1[cH:11][c:12]([CH2:16][CH:17]([CH3:18])[NH:19][c:20]2[n:21][cH:22][cH:23][c:24]([N:26]3[C:27]4=[N:36][C:35]([c:37]5[cH:38][cH:39][cH:40][cH:41][cH:42]5)=[CH:34][CH2:33][N:28]4[C:29](=[O:32])[CH2:30][CH2:31]3)[n:25]2)[cH:13][cH:14][cH:15]1)[CH3:43]. Reactants: CCCCCCBr, C1CCOC1, O=C(Nc1cccnc1Cl)c1ccccc1, [H-], [Na+]. Yields the product CCCCCCN(C(=O)c1ccccc1)c1cccnc1Cl. RXN SMILES: [Br:19][CH2:20][CH2:21][CH2:22][CH2:23][CH2:24][CH3:25].[CH2:26]1[O:27][CH2:28][CH2:29][CH2:30]1.[Cl:3][c:4]1[n:5][cH:6][cH:7][cH:8][c:9]1[NH:10][C:11]([c:12]1[cH:13][cH:14][cH:15][cH:16][cH:17]1)=[O:18].[H-:1].[Na+:2]>>[Cl:3][c:4]1[n:5][cH:6][cH:7][cH:8][c:9]1[N:10]([C:11]([c:12]1[cH:13][cH:14][cH:15][cH:16][cH:17]1)=[O:18])[CH2:20][CH2:21][CH2:22][CH2:23][CH2:24][CH3:25]. The reactants are CO, ClCCl, [H][H], COc1ccc(Nc2ccc(CCNCC(O)c3ccc(OCc4ccccc4)c4[nH]c(=O)ccc34)cc2)cc1-c1ccccc1. Yields the product COc1ccc(Nc2ccc(CCNCC(O)c3ccc(O)c4[nH]c(=O)ccc34)cc2)cc1-c1ccccc1. RXN SMILES: [CH3:49][OH:50].[Cl:51][CH2:52][Cl:53].[H:47][H:48].[c:1]1(-[c:7]2[cH:8][c:9]([NH:15][c:16]3[cH:17][cH:18][c:19]([CH2:22][CH2:23][NH:24][CH2:25][CH:26]([c:27]4[c:28]5[cH:29][cH:30][c:31](=[O:45])[nH:32][c:33]5[c:34]([O:37][CH2:38][c:39]5[cH:40][cH:41][cH:42][cH:43][cH:44]5)[cH:35][cH:36]4)[OH:46])[cH:20][cH:21]3)[cH:10][cH:11][c:12]2[O:13][CH3:14])[cH:2][cH:3][cH:4][cH:5][cH:6]1>>[c:1]1(-[c:7]2[cH:8][c:9]([NH:15][c:16]3[cH:17][cH:18][c:19]([CH2:22][CH2:23][NH:24][CH2:25][CH:26]([c:27]4[c:28]5[cH:29][cH:30][c:31](=[O:45])[nH:32][c:33]5[c:34]([OH:37])[cH:35][cH:36]4)[OH:46])[cH:20][cH:21]3)[cH:10][cH:11][c:12]2[O:13][CH3:14])[cH:2][cH:3][cH:4][cH:5][cH:6]1. Yield: 86.1%. Conditions: temperature 80 celsius, time 3 hour. Reaction SMILES: [F:1][C:2]1([F:48])[CH2:7][CH2:6][CH:5]([C:8]2[C:17]3[CH:16]([O:18][CH2:19][C:20]4[CH:25]=[CH:24][C:23]([O:26][CH3:27])=[CH:22][CH:21]=4)[CH2:15][C:14]([CH3:29])([CH3:28])[CH2:13][C:12]=3[N:11]=[C:10]([CH:30]3[CH2:35][CH2:34][NH:33][CH2:32][CH2:31]3)[C:9]=2[CH:36]([F:47])[C:37]2[CH:42]=[CH:41][C:40]([C:43]([F:46])([F:45])[F:44])=[CH:39][CH:38]=2)[CH2:4][CH2:3]1.[Br:49][C:50]1[CH:51]=[N:52][C:53](Cl)=[N:54][CH:55]=1.C(N(C(C)C)CC)(C)C.Cl>O1CCOCC1>[Br:49][C:50]1[CH:51]=[N:52][C:53]([N:33]2[CH2:34][CH2:35][CH:30]([C:10]3[C:9]([CH:36]([F:47])[C:37]4[CH:38]=[CH:39][C:40]([C:43]([F:45])([F:46])[F:44])=[CH:41][CH:42]=4)=[C:8]([CH:5]4[CH2:6][CH2:7][C:2]([F:1])([F:48])[CH2:3][CH2:4]4)[C:17]4[CH:16]([O:18][CH2:19][C:20]5[CH:21]=[CH:22][C:23]([O:26][CH3:27])=[CH:24][CH:25]=5)[CH2:15][C:14]([CH3:28])([CH3:29])[CH2:13][C:12]=4[N:11]=3)[CH2:31][CH2:32]2)=[N:54][CH:55]=1. Starting materials: FC1(CCC(CC1)C1=C(C(=NC=2CC(CC(C12)OCC1=CC=C(C=C1)OC)(C)C)C1CCNCC1)C(C1=CC=C(C=C1)C(F)(F)F)F)F ((−)-4-(4,4-Difluorocyclohexyl)-3-{fluoro[4-(trifluoromethyl)phenyl]methyl}-5-[(4-methoxybenzyl)oxy]-7,7-dimethyl-2-(piperidin-4-yl)-5,6,7,8-tetrahydroquinoline), Cl (hydrochloric acid), BrC=1C=NC(=NC1)Cl (5-bromo-2-chloropyrimidine), C(C)(C)N(CC)C(C)C (diisopropylethylamine). Product: BrC=1C=NC(=NC1)N1CCC(CC1)C1=NC=2CC(CC(C2C(=C1C(C1=CC=C(C=C1)C(F)(F)F)F)C1CCC(CC1)(F)F)OCC1=CC=C(C=C1)OC)(C)C ((−)-2-[1-(5-Bromopyrimidine-2-yl)piperidin-4-yl]-4-(4,4-difluorocyclohexyl)-3-{fluoro[4-(trifluoromethyl)phenyl]methyl}-5-[(4-methoxybenzyl)oxy]-7,7-dimethyl-5,6,7,8-tetrahydroquinoline). Reported procedure: To a solution of 4.80 g (7.11 mmol) of (−)-4-(4,4-Difluorocyclohexyl)-3-{fluoro[4-(trifluoromethyl)phenyl]methyl}-5-[(4-methoxybenzyl)oxy]-7,7-dimethyl-2-(piperidin-4-yl)-5,6,7,8-tetrahydroquinoline, which was prepared by a method similar to that of Reference Example 10, in 16 ml of 1,4-dioxane, 1.40 g (7.24 mmol) of 5-bromo-2-chloropyrimidine and 1.6 ml (9.4 mmol) of diisopropylethylamine were added, and the reaction solution was stirred at 80° C. for 3 hours. After completion of the reaction, ... Run in O1CCOCC1 (1,4-dioxane). The reactants are FC1(CCN(CC1)C(=O)C=1NC2=CC=C(C=C2C1)C(=O)N1CCC(CC1)N1CCCC1)F ((4,4-difluoro-piperidin-1-yl)-[5-(4-pyrrolidin-1-yl-piperidine-1-carbonyl)-1H-indol-2-yl]-methanone), [H-].[Na+] (sodium hydride), CS(=O)(=O)OCC(F)(F)F (2,2,2-trifluoroethyl methanesulfonate). Solvent: CN(C=O)C (N,N-dimethylformamide). Product: FC1(CCN(CC1)C(=O)C=1N(C2=CC=C(C=C2C1)C(=O)N1CCC(CC1)N1CCCC1)CC(F)(F)F)F ((4,4-Difluoro-piperidin-1-yl)-[5-(4-pyrrolidin-1-yl-piperidine-1-carbonyl)-1-(2,2,2-trifluoro-ethyl)-1H-indol-2-yl]-methanone). Yield: 46.0%. RXN SMILES: [F:1][C:2]1([F:32])[CH2:7][CH2:6][N:5]([C:8]([C:10]2[NH:11][C:12]3[C:17]([CH:18]=2)=[CH:16][C:15]([C:19]([N:21]2[CH2:26][CH2:25][CH:24]([N:27]4[CH2:31][CH2:30][CH2:29][CH2:28]4)[CH2:23][CH2:22]2)=[O:20])=[CH:14][CH:13]=3)=[O:9])[CH2:4][CH2:3]1.[H-].[Na+].CS(O[CH2:40][C:41]([F:44])([F:43])[F:42])(=O)=O>CN(C)C=O>[F:32][C:2]1([F:1])[CH2:7][CH2:6][N:5]([C:8]([C:10]2[N:11]([CH2:40][C:41]([F:44])([F:43])[F:42])[C:12]3[C:17]([CH:18]=2)=[CH:16][C:15]([C:19]([N:21]2[CH2:22][CH2:23][CH:24]([N:27]4[CH2:31][CH2:30][CH2:29][CH2:28]4)[CH2:25][CH2:26]2)=[O:20])=[CH:14][CH:13]=3)=[O:9])[CH2:4][CH2:3]1 |f:1.2|. Procedure details: The title compound was synthesized in analogy to example 51, from (4,4-difluoro-piperidin-1-yl)-[5-(4-pyrrolidin-1-yl-piperidine-1-carbonyl)-1H-indol-2-yl]-methanone (example 169), sodium hydride and 2,2,2-trifluoroethyl methanesulfonate in N,N-dimethylformamide, to give the desired product as a yellow solid (46%). Reactants: ClCCl, CCN, CCO, CC#N, O=C(Cl)c1cc(-c2cccnc2)n2c1CSC2, Cl. Product: CCNC(=O)c1cc(-c2cccnc2)n2c1CSC2. Reaction SMILES: [CH2:28]([Cl:29])[Cl:30].[CH3:19][CH2:20][NH2:21].[CH3:22][CH2:23][OH:24].[CH3:25][C:26]#[N:27].[Cl:2][C:3](=[O:4])[c:5]1[cH:6][c:7](-[c:13]2[cH:14][n:15][cH:16][cH:17][cH:18]2)[n:8]2[c:12]1[CH2:11][S:10][CH2:9]2.[ClH:1]>>[C:3](=[O:4])([c:5]1[cH:6][c:7](-[c:13]2[cH:14][n:15][cH:16][cH:17][cH:18]2)[n:8]2[c:12]1[CH2:11][S:10][CH2:9]2)[NH:21][CH2:20][CH3:19]. The reactants are C1(=CC=CC=C1)OC(NC=1SC=CN1)=O (thiazol-2-yl-carbamic acid phenyl ester), N1(CCNCC1)CC=1C=NC2=CC=CC=C2C1 (3-piperazin-1-ylmethyl-quinoline). The product is S1C(=NC=C1)NC(=O)N1CCN(CC1)CC=1C=NC2=CC=CC=C2C1 (4-Quinolin-3-ylmethyl-piperazine-1-carboxylic acid thiazol-2-ylamide). As a reaction SMILES: C1(O[C:8](=[O:15])[NH:9][C:10]2[S:11][CH:12]=[CH:13][N:14]=2)C=CC=CC=1.[N:16]1([CH2:22][C:23]2[CH:24]=[N:25][C:26]3[C:31]([CH:32]=2)=[CH:30][CH:29]=[CH:28][CH:27]=3)[CH2:21][CH2:20][NH:19][CH2:18][CH2:17]1>>[S:11]1[CH:12]=[CH:13][N:14]=[C:10]1[NH:9][C:8]([N:19]1[CH2:20][CH2:21][N:16]([CH2:22][C:23]2[CH:24]=[N:25][C:26]3[C:31]([CH:32]=2)=[CH:30][CH:29]=[CH:28][CH:27]=3)[CH2:17][CH2:18]1)=[O:15]. Procedure details: The title compound was prepared from thiazol-2-yl-carbamic acid phenyl ester and 3-piperazin-1-ylmethyl-quinoline in analogy with Example 142. 1H NMR (400 MHz, CDCl3): 9.03 (d, J=2.0 Hz, 1H), 8.24-8.20 (m, 2H), 7.94 (d, J=8.1 Hz, 1H), 7.86-7.81 (m, 1H), 7.70-7.66 (m, 1H), 7.43 (d, J=3.3 Hz, 1H), 6.98 (d, J=3.5 Hz, 1H), 3.87 (s, 2H), 3.73-3.69 (m, 4H), 2.68 (bs, 4H).